This data is from the Open Reaction Database (ORD), a public repository of structured organic reaction records. The task is: describe an organic reaction: reactants, conditions, products, and yield The product is C(C)(C)OC1=C(C=CC=C1)N(CCN(C)CC=1C=C(C=CC1)C(=O)N1CCCCC1)C ({3-[({2-[(2-Isopropoxy-phenyl)-methyl-amino]-ethyl}-methyl-amino)-methyl]-phenyl}-piperidin-1-yl-methanone). Procedure details: The title compound was prepared as in Example 27 substituting [3-({2-[(2-isopropoxy-phenyl)-methyl-amino]-ethylamino}-methyl)-phenyl]-piperidin-1-yl-methanone for (3-{[2-(2-isopropoxy-phenylamino)-ethylamino]-methyl}-phenyl)piperidin-1-yl-methanone. MS (ESI): mass calculated for C26H37N3O2, 323.29; m/z found, 324.5 [M+H]+. 1H NMR (400 MHz, CDCl3): 7.71 (dd, J=5.9, 3.3 Hz, 1H), 7.53 (dd, J=5.9, 3.3 Hz, 1H), 7.30-7.33 (m, 2H), 6.93-6.82 (m, 4H), 4.59 (hept, J=6.1 Hz, 1H), 3.70 (br s, 2H), 3.52 (s,... The reactants are C(C)(C)OC1=C(C=CC=C1)N(CCNCC=1C=C(C=CC1)C(=O)N1CCCCC1)C ([3-({2-[(2-isopropoxy-phenyl)-methyl-amino]-ethylamino}-methyl)-phenyl]-piperidin-1-yl-methanone), C(C)(C)OC1=C(C=CC=C1)NCCNCC=1C=C(C=CC1)C(=O)N1CCCCC1 ((3-{[2-(2-isopropoxy-phenylamino)-ethylamino]-methyl}-phenyl)piperidin-1-yl-methanone). RXN SMILES: [CH:1]([O:4][C:5]1[CH:10]=[CH:9][CH:8]=[CH:7][C:6]=1[N:11]([CH3:30])[CH2:12][CH2:13][NH:14][CH2:15][C:16]1[CH:17]=[C:18]([C:22]([N:24]2[CH2:29][CH2:28][CH2:27][CH2:26][CH2:25]2)=[O:23])[CH:19]=[CH:20][CH:21]=1)([CH3:3])[CH3:2].[CH:31](OC1C=CC=CC=1NCCNCC1C=C(C(N2CCCCC2)=O)C=CC=1)(C)C>>[CH:1]([O:4][C:5]1[CH:10]=[CH:9][CH:8]=[CH:7][C:6]=1[N:11]([CH3:30])[CH2:12][CH2:13][N:14]([CH2:15][C:16]1[CH:17]=[C:18]([C:22]([N:24]2[CH2:25][CH2:26][CH2:27][CH2:28][CH2:29]2)=[O:23])[CH:19]=[CH:20][CH:21]=1)[CH3:31])([CH3:3])[CH3:2]. Reactants: CNc1cc(-c2cccnc2Nc2c(C)ccc3c(Nc4cc(C(F)(F)F)nn4C)nccc23)ncn1, O=C1CCC(=O)N1Cl, CN(C)C=O. Product: CNc1cc(-c2cccnc2Nc2c(C)ccc3c(Nc4c(Cl)c(C(F)(F)F)nn4C)nccc23)ncn1. RXN SMILES: [CH3:1][c:2]1[c:3]([NH:23][c:24]2[n:25][cH:26][cH:27][cH:28][c:29]2-[c:30]2[n:31][cH:32][n:33][c:34]([NH:36][CH3:37])[cH:35]2)[c:4]2[cH:5][cH:6][n:7][c:8]([NH:12][c:13]3[cH:14][c:15]([C:19]([F:20])([F:21])[F:22])[n:16][n:17]3[CH3:18])[c:9]2[cH:10][cH:11]1.[Cl:38][N:39]1[C:40](=[O:41])[CH2:42][CH2:43][C:44]1=[O:45].[O:46]=[CH:47][N:48]([CH3:49])[CH3:50]>>[CH3:1][c:2]1[c:3]([NH:23][c:24]2[n:25][cH:26][cH:27][cH:28][c:29]2-[c:30]2[n:31][cH:32][n:33][c:34]([NH:36][CH3:37])[cH:35]2)[c:4]2[cH:5][cH:6][n:7][c:8]([NH:12][c:13]3[c:14]([Cl:38])[c:15]([C:19]([F:20])([F:21])[F:22])[n:16][n:17]3[CH3:18])[c:9]2[cH:10][cH:11]1. The reactants are CCNCc1cc(F)ccc1-c1cc(CC(=O)OCC)ccc1OC, CCN(C(C)C)C(C)C, O=C(Cl)Cl, NCc1ccc(Cl)cc1, ClCCl. Yields the product CCOC(=O)Cc1ccc(OC)c(-c2ccc(F)cc2CN(CC)C(=O)NCc2ccc(Cl)cc2)c1. Reaction SMILES: [CH2:1]([CH3:2])[O:3][C:4]([CH2:5][c:6]1[cH:7][c:8](-[c:14]2[c:15]([CH2:21][NH:22][CH2:23][CH3:24])[cH:16][c:17]([F:20])[cH:18][cH:19]2)[c:9]([O:12][CH3:13])[cH:10][cH:11]1)=[O:25].[CH:26]([N:27]([CH:28]([CH3:29])[CH3:30])[CH2:31][CH3:32])([CH3:33])[CH3:34].[Cl:35][C:36]([Cl:37])=[O:38].[Cl:39][c:40]1[cH:41][cH:42][c:43]([CH2:44][NH2:45])[cH:46][cH:47]1.[Cl:48][CH2:49][Cl:50]>>[CH2:1]([CH3:2])[O:3][C:4]([CH2:5][c:6]1[cH:7][c:8](-[c:14]2[c:15]([CH2:21][N:22]([CH2:23][CH3:24])[C:36](=[O:38])[NH:45][CH2:44][c:43]3[cH:42][cH:41][c:40]([Cl:39])[cH:47][cH:46]3)[cH:16][c:17]([F:20])[cH:18][cH:19]2)[c:9]([O:12][CH3:13])[cH:10][cH:11]1)=[O:25]. Reactants: NC1=CC=C(C=C1)N1CC(CC1)N(C)C ([1-(4-amino-phenyl)-pyrrolidin-3-yl]-dimethylamine), ClCCC1=C(C(=O)Cl)C=CC(=C1)OC (2-(2-chloroethyl)-4-methoxy-benzoyl chloride). Product: CN(C1CN(CC1)C1=CC=C(C=C1)N1C(C2=CC=C(C=C2CC1)O)=O)C (2-[4-(3-Dimethylamino-pyrrolidin-1-yl)-phenyl]-6-hydroxy-3,4-dihydro-2H-isoquinolin-1-one). Reaction SMILES: [NH2:1][C:2]1[CH:7]=[CH:6][C:5]([N:8]2[CH2:12][CH2:11][CH:10]([N:13]([CH3:15])[CH3:14])[CH2:9]2)=[CH:4][CH:3]=1.Cl[CH2:17][CH2:18][C:19]1[CH:27]=[C:26]([O:28]C)[CH:25]=[CH:24][C:20]=1[C:21](Cl)=[O:22]>>[CH3:14][N:13]([CH3:15])[CH:10]1[CH2:11][CH2:12][N:8]([C:5]2[CH:6]=[CH:7][C:2]([N:1]3[CH2:17][CH2:18][C:19]4[C:20](=[CH:24][CH:25]=[C:26]([OH:28])[CH:27]=4)[C:21]3=[O:22])=[CH:3][CH:4]=2)[CH2:9]1. Reported procedure: According to Method A, [1-(4-amino-phenyl)-pyrrolidin-3-yl]-dimethylamine was reacted with 2-(2-chloroethyl)-4-methoxy-benzoyl chloride. The dihydroisoquinolinone thus obtained was treated with hydrogen bromide according to Method L. In this way the product was obtained with molecular weight 351.45 (C21H25N3O2); MS (ESI): 352 (M+H+).